From a dataset of the Open Reaction Database (ORD), a public repository of structured organic reaction records. describe an organic reaction: reactants, conditions, products, and yield Starting materials: Cc1ccccc1, Nc1nc(Nc2ccc(Oc3ccnc(Cl)c3)cc2)cc(-c2ccccc2)n1, [K+], OCCN1CCOCC1, C1COCCOCCOCCOCCOCCO1, [OH-], O. The product is Nc1nc(Nc2ccc(Oc3ccnc(OCCN4CCOCC4)c3)cc2)cc(-c2ccccc2)n1. As a reaction SMILES: [CH3:58][c:59]1[cH:60][cH:61][cH:62][cH:63][cH:64]1.[Cl:1][c:2]1[n:3][cH:4][cH:5][c:6]([O:8][c:9]2[cH:10][cH:11][c:12]([NH:15][c:16]3[n:17][c:18]([NH2:28])[n:19][c:20](-[c:22]4[cH:23][cH:24][cH:25][cH:26][cH:27]4)[cH:21]3)[cH:13][cH:14]2)[cH:7]1.[K+:39].[O:29]1[CH2:30][CH2:31][N:32]([CH2:35][CH2:36][OH:37])[CH2:33][CH2:34]1.[O:40]1[CH2:41][CH2:42][O:43][CH2:44][CH2:45][O:46][CH2:47][CH2:48][O:49][CH2:50][CH2:51][O:52][CH2:53][CH2:54][O:55][CH2:56][CH2:57]1.[OH-:38].[OH2:65]>>[c:2]1([O:37][CH2:36][CH2:35][N:32]2[CH2:31][CH2:30][O:29][CH2:34][CH2:33]2)[n:3][cH:4][cH:5][c:6]([O:8][c:9]2[cH:10][cH:11][c:12]([NH:15][c:16]3[n:17][c:18]([NH2:28])[n:19][c:20](-[c:22]4[cH:23][cH:24][cH:25][cH:26][cH:27]4)[cH:21]3)[cH:13][cH:14]2)[cH:7]1.